Dataset: the Open Reaction Database (ORD), a public repository of structured organic reaction records. Task: describe an organic reaction: reactants, conditions, products, and yield Starting materials: [BH4-], CO, COC(=O)C1CNC(c2cc(Oc3ccc(CCC(=O)Nc4ccc(Cl)c(C(F)(F)F)c4)cc3)ccn2)=N1, Cl, [Na+]. Yields the product O=C(CCc1ccc(Oc2ccnc(C3=NC(CO)CN3)c2)cc1)Nc1ccc(Cl)c(C(F)(F)F)c1. Reaction SMILES: [BH4-:39].[CH3:42][OH:43].[Cl:1][c:2]1[c:3]([C:35]([F:36])([F:37])[F:38])[cH:4][c:5]([NH:8][C:9]([CH2:10][CH2:11][c:12]2[cH:13][cH:14][c:15]([O:16][c:17]3[cH:18][c:19]([C:23]4=[N:27][CH:26]([C:28](=[O:29])[O:30][CH3:31])[CH2:25][NH:24]4)[n:20][cH:21][cH:22]3)[cH:32][cH:33]2)=[O:34])[cH:6][cH:7]1.[ClH:41].[Na+:40]>>[Cl:1][c:2]1[c:3]([C:35]([F:36])([F:37])[F:38])[cH:4][c:5]([NH:8][C:9]([CH2:10][CH2:11][c:12]2[cH:13][cH:14][c:15]([O:16][c:17]3[cH:18][c:19]([C:23]4=[N:27][CH:26]([CH2:28][OH:29])[CH2:25][NH:24]4)[n:20][cH:21][cH:22]3)[cH:32][cH:33]2)=[O:34])[cH:6][cH:7]1. The reactants are O (water), 4-[, [N+](=O)([O-])C=1C=C(OCC=2N=C(SC2)C2=CC=CC=C2)C=CC1 ((3-nitrophenoxy)methyl-2-phenylthiazole), stannous chloride dihydrate, C([O-])(O)=O.[Na+] (sodium bicarbonate). The solvent is C(C)O (ethanol). The product is C1(=CC=CC=C1)C=1SC=C(N1)COC=1C=C(C=CC1)N (3[(2-phenyl-4-thiazolyl)methoxy]benzenamine). The yield is 85.0%. RXN SMILES: [N+:1]([C:4]1[CH:5]=[C:6]([CH:20]=[CH:21][CH:22]=1)[O:7][CH2:8][C:9]1[N:10]=[C:11]([C:14]2[CH:19]=[CH:18][CH:17]=[CH:16][CH:15]=2)[S:12][CH:13]=1)([O-])=O.O.C(=O)(O)[O-].[Na+]>C(O)C>[C:14]1([C:11]2[S:12][CH:13]=[C:9]([CH2:8][O:7][C:6]3[CH:5]=[C:4]([NH2:1])[CH:22]=[CH:21][CH:20]=3)[N:10]=2)[CH:15]=[CH:16][CH:17]=[CH:18][CH:19]=1 |f:2.3|. Procedure details: A solution of 16.0 g (0.05 mol) of 4-[(3-nitrophenoxy)methyl-2-phenylthiazole and 56.5 g (0.25 mol) of stannous chloride dihydrate in 300 ml of absolute ethanol is heated to reflux for 20 hours. The mixture is poured into 2 L of water and made alkaline by the addition of solid sodium bicarbonate. The mixture is extracted twice with 1 L of ethyl acetate. The combined ethyl acetate layers are washed twice with dilute aqueous sodium chloride solution, dried over anhydrous magnesium sulfate, and con... Reactants: FC1=C(C=C2C=NN(C2=C1)C)CC1=CN=C2N1N=C(C=C2)C=2C=NN(C2)CCOC2OCCCC2 (3-(6-Fluoro-1-methyl-1H-indazol-5-yl methyl)-6-{1-[2-(tetrahydro-pyran-2-yloxy)-ethyl]-1H-pyrazol-4-yl}-imidazo[1,2-b]pyridazine), Cl (HCl). The solvent is C(Cl)Cl (DCM), O1CCOCC1 (dioxane). Conditions: time 1 hour. Yields the product FC1=C(C=C2C=NN(C2=C1)C)CC1=CN=C2N1N=C(C=C2)C=2C=NN(C2)CCO (2-{4-[3-(6-Fluoro-1-methyl-1H-indazol-5-ylmethyl)-imidazo[1,2-b]pyridazin-6-yl]-pyrazol-1-yl}-ethanol). As a reaction SMILES: [F:1][C:2]1[CH:10]=[C:9]2[C:5]([CH:6]=[N:7][N:8]2[CH3:11])=[CH:4][C:3]=1[CH2:12][C:13]1[N:17]2[N:18]=[C:19]([C:22]3[CH:23]=[N:24][N:25]([CH2:27][CH2:28][O:29]C4CCCCO4)[CH:26]=3)[CH:20]=[CH:21][C:16]2=[N:15][CH:14]=1.Cl>C(Cl)Cl.O1CCOCC1>[F:1][C:2]1[CH:10]=[C:9]2[C:5]([CH:6]=[N:7][N:8]2[CH3:11])=[CH:4][C:3]=1[CH2:12][C:13]1[N:17]2[N:18]=[C:19]([C:22]3[CH:23]=[N:24][N:25]([CH2:27][CH2:28][OH:29])[CH:26]=3)[CH:20]=[CH:21][C:16]2=[N:15][CH:14]=1. Procedure: 3-(6-Fluoro-1-methyl-1H-indazol-5-yl methyl)-6-{1-[2-(tetrahydro-pyran-2-yloxy)-ethyl]-1H-pyrazol-4-yl}-imidazo[1,2-b]pyridazine (Stage 281.1, 269 mg, 566 μmol) was dissolved in DCM (5 mL). HCl in dioxane (4 N, 283 μl) was added and the RM was stirred 1 h at rt. The solvent was totally evaporated and the residue was taken up with EtOAc and washed with saturated NaHCO3 and brine. The organic layer was dried over Na2SO4 and solvent evaporated under vacuo. The residue was purified by preparative HP... Starting materials: Cl (hydrogen chloride), N(=[N+]=[N-])CCOC1=CC=CC=2C(C(=C(OC21)C2=CC=CC=C2)C)=O (8-(2-Azidoethoxy)-3-methyl-4-oxo-2-phenyl-4H-1-benzopyran), C1(=CC=CC=C1)P(C1=CC=CC=C1)C1=CC=CC=C1 (triphenyl phosphine), COC1=C(OCC=O)C(=CC=C1)OC (2,6-dimethoxyphenoxy-acetaldehyde). Solvent: C1=CC=CC=C1 (benzene). Run at time 18 hour. Product: Cl.COC1=C(OCCNCCOC2=CC=CC=3C(C(=C(OC32)C3=CC=CC=C3)C)=O)C(=CC=C1)OC (8-{2-[2-(2,6-Dimethoxyphenoxy)-ethylamino]-ethoxy}-3-methyl-4-oxo-2-phenyl-4H-1-benzopyran hydrochloride). Yield: 40.0%. Reaction SMILES: [N:1]([CH2:4][CH2:5][O:6][C:7]1[C:16]2[O:15][C:14]([C:17]3[CH:22]=[CH:21][CH:20]=[CH:19][CH:18]=3)=[C:13]([CH3:23])[C:12](=[O:24])[C:11]=2[CH:10]=[CH:9][CH:8]=1)=[N+]=[N-].C1(P(C2C=CC=CC=2)C2C=CC=CC=2)C=CC=CC=1.[CH3:44][O:45][C:46]1[CH:55]=[CH:54][CH:53]=[C:52]([O:56][CH3:57])[C:47]=1[O:48][CH2:49][CH:50]=O.[ClH:58]>C1C=CC=CC=1>[ClH:58].[CH3:44][O:45][C:46]1[CH:55]=[CH:54][CH:53]=[C:52]([O:56][CH3:57])[C:47]=1[O:48][CH2:49][CH2:50][NH:1][CH2:4][CH2:5][O:6][C:7]1[C:16]2[O:15][C:14]([C:17]3[CH:22]=[CH:21][CH:20]=[CH:19][CH:18]=3)=[C:13]([CH3:23])[C:12](=[O:24])[C:11]=2[CH:10]=[CH:9][CH:8]=1 |f:5.6|. Procedure: A mixture of 4.5 g of Intermediate XII, 3.7 g of triphenyl phosphine and 2.85 g of 2,6-dimethoxyphenoxy-acetaldehyde (prepared as per Nelson, W. L. et al., J. Med. Chem. 22: 1125, 1979) in 45 ml of benzene was stirred at 20°-25° C. for 18 hours and at reflux for 5 hours. The solvent was evaporated off in vacuo and the residue was dissolved in 80 ml of anhydrous methanol containing 3Å molecular sieves at 0° C. The mixture was stood for 1 hour at 0° C. and for 1 hour at 20°-25° C., and then poured... The reactants are CC(C)(C)OC(=O)N1CCN(Cc2cnc(F)c(B(O)O)c2)CC1, O=C([O-])[O-], C1COCCO1, CSc1nc(C)nc(Cl)n1, [Na+], [Na+], [Na+], [Na+], O=S(=O)([O-])[O-], O, c1ccc(P(c2ccccc2)(c2ccccc2)[Pd](P(c2ccccc2)(c2ccccc2)c2ccccc2)(P(c2ccccc2)(c2ccccc2)c2ccccc2)P(c2ccccc2)(c2ccccc2)c2ccccc2)cc1. Yields the product CSc1nc(C)nc(-c2cc(CN3CCN(C(=O)OC(C)(C)C)CC3)cnc2F)n1. As a reaction SMILES: [C:11]([CH3:12])([CH3:13])([CH3:14])[O:15][C:16](=[O:17])[N:18]1[CH2:19][CH2:20][N:21]([CH2:24][c:25]2[cH:26][c:27]([B:32]([OH:33])[OH:34])[c:28]([F:31])[n:29][cH:30]2)[CH2:22][CH2:23]1.[C:35](=[O:36])([O-:37])[O-:38].[CH2:126]1[O:127][CH2:128][CH2:129][O:130][CH2:131]1.[Cl:1][c:2]1[n:3][c:4]([S:9][CH3:10])[n:5][c:6]([CH3:8])[n:7]1.[Na+:39].[Na+:40].[Na+:41].[Na+:42].[O-:43][S:44]([O-:45])(=[O:46])=[O:47].[OH2:125].[cH:48]1[cH:49][cH:50][c:51]([P:52]([Pd:53]([P:54]([c:55]2[cH:56][cH:57][cH:58][cH:59][cH:60]2)([c:61]2[cH:62][cH:63][cH:64][cH:65][cH:66]2)[c:67]2[cH:68][cH:69][cH:70][cH:71][cH:72]2)([P:73]([c:74]2[cH:75][cH:76][cH:77][cH:78][cH:79]2)([c:80]2[cH:81][cH:82][cH:83][cH:84][cH:85]2)[c:86]2[cH:87][cH:88][cH:89][cH:90][cH:91]2)[P:92]([c:93]2[cH:94][cH:95][cH:96][cH:97][cH:98]2)([c:99]2[cH:100][cH:101][cH:102][cH:103][cH:104]2)[c:105]2[cH:106][cH:107][cH:108][cH:109][cH:110]2)([c:111]2[cH:112][cH:113][cH:114][cH:115][cH:116]2)[c:117]2[cH:118][cH:119][cH:120][cH:121][cH:122]2)[cH:123][cH:124]1>>[c:2]1(-[c:27]2[cH:26][c:25]([CH2:24][N:21]3[CH2:20][CH2:19][N:18]([C:16]([O:15][C:11]([CH3:12])([CH3:13])[CH3:14])=[O:17])[CH2:23][CH2:22]3)[cH:30][n:29][c:28]2[F:31])[n:3][c:4]([S:9][CH3:10])[n:5][c:6]([CH3:8])[n:7]1. Reactants: N1=C(C=CC=C1)CN1N=CC2=CC(=CC=C12)N (1-(2-Pyridylmethyl)indazol-5-ylamine), ClC=1C2=C(N=CN1)C=NC(=C2)N(C)C (4-chloro-6-(N,N-dimethylamino)-pyrido[3,4-d]pyrimidine). Yields the product Cl.CN(C1=CC2=C(N=CN=C2NC=2C=C3C=NN(C3=CC2)CC2=NC=CC=C2)C=N1)C (N6, N6-Dimethyl-N4-(1-pyridin-2-ylmethyl-1H-indazol-5-yl)-pyrido[3,4-d]pyrimidine-4,6-diamine hydrochloride). Reaction SMILES: [N:1]1[CH:6]=[CH:5][CH:4]=[CH:3][C:2]=1[CH2:7][N:8]1[C:16]2[C:11](=[CH:12][C:13]([NH2:17])=[CH:14][CH:15]=2)[CH:10]=[N:9]1.[Cl:18][C:19]1[C:20]2[CH:28]=[C:27]([N:29]([CH3:31])[CH3:30])[N:26]=[CH:25][C:21]=2[N:22]=[CH:23][N:24]=1>>[ClH:18].[CH3:30][N:29]([CH3:31])[C:27]1[N:26]=[CH:25][C:21]2[N:22]=[CH:23][N:24]=[C:19]([NH:17][C:13]3[CH:12]=[C:11]4[C:16](=[CH:15][CH:14]=3)[N:8]([CH2:7][C:2]3[CH:3]=[CH:4][CH:5]=[CH:6][N:1]=3)[N:9]=[CH:10]4)[C:20]=2[CH:28]=1 |f:2.3|. Procedure details: Prepared according to Procedure A from 1-(2-Pyridylmethyl)indazol-5-ylamine and 4-chloro-6-(N,N-dimethylamino)-pyrido[3,4-d]pyrimidine; δH[2H6]DMSO 11.75(1H,s), 9.92(1H,s), 8.62(1H,s), 8.55(1H,d), 8.24(1H,s), 8.14(1H,s), 7.75(4H,m), 7.33(1H,m), 7.08(1H,d), 5.82(2H,s), 3.20(6H,s); m/z (M+1+) 397.